This data is from the Open Reaction Database (ORD), a public repository of structured organic reaction records. The task is: describe an organic reaction: reactants, conditions, products, and yield The reactants are CC(C)(C)OC(=O)N1CCCN(c2ccc(C(=O)Nc3ccc(F)cc3C(=O)Nc3ccc(Cl)cn3)cc2)CC1, ClCCl, COc1ccccc1, O=C(O)C(F)(F)F. Product: O=C(Nc1ccc(F)cc1C(=O)Nc1ccc(Cl)cn1)c1ccc(N2CCCNCC2)cc1. As a reaction SMILES: [C:1]([O:2][C:3](=[O:4])[N:8]1[CH2:9][CH2:10][N:11]([c:15]2[cH:16][cH:17][c:18]([C:19](=[O:20])[NH:21][c:22]3[c:23]([C:24](=[O:25])[NH:26][c:27]4[n:28][cH:29][c:30]([Cl:33])[cH:31][cH:32]4)[cH:34][c:35]([F:38])[cH:36][cH:37]3)[cH:39][cH:40]2)[CH2:12][CH2:13][CH2:14]1)([CH3:5])([CH3:6])[CH3:7].[CH2:48]([Cl:49])[Cl:50].[CH3:51][O:52][c:53]1[cH:54][cH:55][cH:56][cH:57][cH:58]1.[OH:41][C:42]([C:43]([F:44])([F:45])[F:46])=[O:47]>>[NH:8]1[CH2:9][CH2:10][N:11]([c:15]2[cH:16][cH:17][c:18]([C:19](=[O:20])[NH:21][c:22]3[c:23]([C:24](=[O:25])[NH:26][c:27]4[n:28][cH:29][c:30]([Cl:33])[cH:31][cH:32]4)[cH:34][c:35]([F:38])[cH:36][cH:37]3)[cH:39][cH:40]2)[CH2:12][CH2:13][CH2:14]1. Starting materials: C(C1=CC=CC=C1)OC(=O)NC(C(=O)OC(C)(C)C)CC1=CC(=C(C=C1)O)OC (tert-butyl 2-(((benzyloxy)carbonyl)amino)-3-(4-hydroxy-3-methoxyphenyl)propanoate), TEA, C(CCCCCC)OC1=CC=C(C(=O)Cl)C=C1 (4-(heptyloxy)benzoyl chloride). Run in C(Cl)Cl (DCM). Conditions: time 10 minute. The product is C(CCCCCC)OC1=CC=C(C(=O)OC2=C(C=C(C=C2)CC(C(=O)OC(C)(C)C)NC(=O)OCC2=CC=CC=C2)OC)C=C1 (4-(2-(((benzyloxy)carbonyl)amino)-3-(tert-butoxy)-3-oxopropyl)-2-methoxyphenyl 4-(heptyloxy)benzoate). Yield: 75.0%. As a reaction SMILES: [CH2:1]([O:8][C:9]([NH:11][CH:12]([CH2:20][C:21]1[CH:26]=[CH:25][C:24]([OH:27])=[C:23]([O:28][CH3:29])[CH:22]=1)[C:13]([O:15][C:16]([CH3:19])([CH3:18])[CH3:17])=[O:14])=[O:10])[C:2]1[CH:7]=[CH:6][CH:5]=[CH:4][CH:3]=1.[CH2:30]([O:37][C:38]1[CH:46]=[CH:45][C:41]([C:42](Cl)=[O:43])=[CH:40][CH:39]=1)[CH2:31][CH2:32][CH2:33][CH2:34][CH2:35][CH3:36]>C(Cl)Cl>[CH2:30]([O:37][C:38]1[CH:39]=[CH:40][C:41]([C:42]([O:27][C:24]2[CH:25]=[CH:26][C:21]([CH2:20][CH:12]([NH:11][C:9]([O:8][CH2:1][C:2]3[CH:3]=[CH:4][CH:5]=[CH:6][CH:7]=3)=[O:10])[C:13]([O:15][C:16]([CH3:17])([CH3:19])[CH3:18])=[O:14])=[CH:22][C:23]=2[O:28][CH3:29])=[O:43])=[CH:45][CH:46]=1)[CH2:31][CH2:32][CH2:33][CH2:34][CH2:35][CH3:36]. Procedure details: Prepared using General Procedure 3: To a stirred solution of tert-butyl 2-(((benzyloxy)carbonyl)amino)-3-(4-hydroxy-3-methoxyphenyl)propanoate INT-2 (4.7 g, 11.71 mmol) and TEA (3.05 mL, 21.07 mmol) in DCM (50 mL) at 0° C. was added 4-(heptyloxy)benzoyl chloride (2.95 mL, 12.29 mmol) dropwise. After warming to room temperature and stirring for 10 min, the mixture was quenched with saturated aqueous NaHCO3 (50 mL) and water (50 mL). The organic layer was dried over MgSO4 and concentrated. The pro... The reactants are CC1=NOC(=C1)NS(=O)(=O)C1=CC=C(C=C1)C1=CC=C(C=C1)OC (N-(3-methyl-5-isoxazolyl)-4-(4-methoxyphenyl)benzenesulfonamide), C1CC(=O)N(C1=O)Br (NBS). Yields the product BrC=1C(=NOC1NS(=O)(=O)C1=CC=C(C=C1)C1=CC=C(C=C1)OC)C (N-(4-bromo-3-methyl-5-isoxazolyl)-4-(4-methoxyphenyl)benzenesulfonamide). Reaction SMILES: [CH3:1][C:2]1[CH:6]=[C:5]([NH:7][S:8]([C:11]2[CH:16]=[CH:15][C:14]([C:17]3[CH:22]=[CH:21][C:20]([O:23][CH3:24])=[CH:19][CH:18]=3)=[CH:13][CH:12]=2)(=[O:10])=[O:9])[O:4][N:3]=1.C1C(=O)N([Br:32])C(=O)C1>>[Br:32][C:6]1[C:2]([CH3:1])=[N:3][O:4][C:5]=1[NH:7][S:8]([C:11]1[CH:12]=[CH:13][C:14]([C:17]2[CH:22]=[CH:21][C:20]([O:23][CH3:24])=[CH:19][CH:18]=2)=[CH:15][CH:16]=1)(=[O:10])=[O:9]. Procedure details: N-(4-bromo-3-methyl-5-isoxazolyl)-4-(4-methoxyphenyl)benzenesulfonamide was prepared in the same manner as described in Example 15 using N-(3-methyl-5-isoxazolyl)-4-(4-methoxyphenyl)benzenesulfonamide (Example 19) and NBS (reaction time 30 min at room temperature). The crude product was purified by column chromatography on silica gel using ethyl acetate as eluent giving the final product in 78% yield, m.p. 208° C. (dec). The product was recrystallized using hexane/ethyl acetate. The reactants are O[C@H]1CNCC1 ((R)-3-hydroxypyrrolidine), C(C)N1CCOCC1 (N-ethylmorpholine), COC(=O)C1=NC2=CC(=CC=C2C(=C1)OCC(=O)O)C (4-Carboxymethoxy-7-methyl-quinoline-2-carboxylic acid methyl ester), FC1=C(C(=C(C(=C1O)F)F)F)F (pentafluorophenol). Solvent: C(Cl)Cl (DCM), CN(C)C=O (DMF), CN(C)C=O (DMF), C(CCl)Cl (EDC). The product is COC(=O)C1=NC2=CC(=CC=C2C(=C1)OCC(=O)N1C[C@@H](CC1)O)C (4-[2-((R)-3-Hydroxy-pyrrolidin-1-yl)-2-oxo-ethoxy]-7-methyl-quinoline-2-carboxylic acid methyl ester). As a reaction SMILES: [CH3:1][O:2][C:3]([C:5]1[CH:14]=[C:13]([O:15][CH2:16][C:17]([OH:19])=O)[C:12]2[C:7](=[CH:8][C:9]([CH3:20])=[CH:10][CH:11]=2)[N:6]=1)=[O:4].FC1C(O)=C(F)C(F)=C(F)C=1F.[OH:33][C@@H:34]1[CH2:38][CH2:37][NH:36][CH2:35]1.C(N1CCOCC1)C>CN(C=O)C.C(Cl)Cl.C(Cl)CCl>[CH3:1][O:2][C:3]([C:5]1[CH:14]=[C:13]([O:15][CH2:16][C:17]([N:36]2[CH2:37][CH2:38][C@@H:34]([OH:33])[CH2:35]2)=[O:19])[C:12]2[C:7](=[CH:8][C:9]([CH3:20])=[CH:10][CH:11]=2)[N:6]=1)=[O:4]. Procedure details: To a solution of 1000 mg 4-Carboxymethoxy-7-methyl-quinoline-2-carboxylic acid methyl ester in 5 ml DMF were added 956 mg pentafluorophenol and 994 mg EDC. The mixture was stirred under exclusion of moisture until LCMS indicated complete conversion to the corresponding pentafluorophenolester. (R)-3-hydroxypyrrolidine (287 mg) was mixed with 1.3 ml N-ethylmorpholine and 5 ml DMF and this mixture added dropwise to the solution of the pentafluorophenolester. After 12 h the reaction mixture was dilu... Starting materials: CS(=O)(=O)OCCC1=CC=C(C=C1)N1C(=NC(=C1)C1=CC=CC=C1)C(F)(F)F (2-{4-[4-phenyl-2-(trifluoromethyl)-1H-imidazol-1-yl]phenyl}ethyl methanesulfonate), [N-]=[N+]=[N-].[Na+] (sodium azide), [I-].[K+] (potassium iodide). The solvent is CN(C)C=O (DMF). Conditions: temperature 100 celsius. The product is N(=[N+]=[N-])CCC1=CC=C(C=C1)N1C(=NC(=C1)C1=CC=CC=C1)C(F)(F)F (1-[4-(2-azidoethyl)phenyl]-4-phenyl-2-(trifluoromethyl)-1H-imidazole). Isolated yield 93.0%. As a reaction SMILES: CS(O[CH2:6][CH2:7][C:8]1[CH:13]=[CH:12][C:11]([N:14]2[CH:18]=[C:17]([C:19]3[CH:24]=[CH:23][CH:22]=[CH:21][CH:20]=3)[N:16]=[C:15]2[C:25]([F:28])([F:27])[F:26])=[CH:10][CH:9]=1)(=O)=O.[N-:29]=[N+:30]=[N-:31].[Na+].[I-].[K+]>CN(C=O)C>[N:29]([CH2:6][CH2:7][C:8]1[CH:13]=[CH:12][C:11]([N:14]2[CH:18]=[C:17]([C:19]3[CH:24]=[CH:23][CH:22]=[CH:21][CH:20]=3)[N:16]=[C:15]2[C:25]([F:28])([F:27])[F:26])=[CH:10][CH:9]=1)=[N+:30]=[N-:31] |f:1.2,3.4|. Procedure details: A mixture of 2-{4-[4-phenyl-2-(trifluoromethyl)-1H-imidazol-1-yl]phenyl}ethyl methanesulfonate and sodium azide (175 mg, 2.70 mmol) and potassium iodide (224 mg, 1.35 mmol) in DMF (7 mL) was heated at 100° C. for overnight. After cooling, the reaction mixture was partitioned between ethyl acetate (20 mL) and water (10 mL). The aqueous phase was extracted with ethyl acetate (3×10 mL) and the combined organic phase was dried (MgSO4) and concentrated under reduced pressure. Purification by flash co... The yield is 83.0%. Conditions: temperature 100 celsius. The product is C(C)(=O)OC1=C(C=C(C=C1)Br)F (4-BROMO-2-FLUOROPHENYL ACETATE). Reactants: BrC1=CC(=C(C=C1)O)F (4-bromo-2-fluorophenol), C(C)(=O)OC(C)=O (acetic anhydride), N1=CC=CC=C1 (pyridine), water. HCl. RXN SMILES: [Br:1][C:2]1[CH:7]=[CH:6][C:5]([OH:8])=[C:4]([F:9])[CH:3]=1.[C:10](OC(=O)C)(=[O:12])[CH3:11].N1C=CC=CC=1>>[C:10]([O:8][C:5]1[CH:6]=[CH:7][C:2]([Br:1])=[CH:3][C:4]=1[F:9])(=[O:12])[CH3:11]. Reported procedure: A mixture of 4-bromo-2-fluorophenol (5 g, 30 mmol) and acetic anhydride (13.4 g, 130 mmol) in pyridine (10.6 ml, 130 mmol) was heated at 100° C. for 3 h and then brought to ambient temperature and poured into water. HCl (1 N and 6 N) was added and the solution was extracted with EtOAc. The combined organic phases were washed with sodium bicarbonate (saturated, 3×50 ml), dried (Na2SO4) and evaporated to dryness to give the title compound (5.8 g). MS m/z (rel. intensity, 70 eV) 233 (M+, 11), 232 (...